Dataset: the Open Reaction Database (ORD), a public repository of structured organic reaction records. Task: describe an organic reaction: reactants, conditions, products, and yield The reactants are ice, [Cl-].[Na+] (sodium chloride), C12(CC3CC(CC(C1)C3)C2)CC(=O)O (1-adamantyl-acetic acid), S(O)(O)(=O)=O (sulfuric acid). Run in C(Cl)(Cl)(Cl)Cl (carbon tetrachloride), C(Cl)(Cl)(Cl)Cl (carbon tetrachloride), C(C)(C)(C)O (t-butanol). Reaction conditions: time 30 minute. The product is C(=O)(O)CC12CC3(CC(CC(C1)C3)C2)Cl (1-carboxymethyl-3-chloroadamantane). The yield is 91.1%. RXN SMILES: [Cl-:1].[Na+].[C:3]12([CH2:13][C:14]([OH:16])=[O:15])[CH2:12][CH:7]3[CH2:8][CH:9]([CH2:11][CH:5]([CH2:6]3)[CH2:4]1)[CH2:10]2.S(=O)(=O)(O)O>C(Cl)(Cl)(Cl)Cl.C(O)(C)(C)C>[C:14]([CH2:13][C:3]12[CH2:12][CH:7]3[CH2:8][CH:9]([CH2:11][C:5]([Cl:1])([CH2:6]3)[CH2:4]1)[CH2:10]2)([OH:16])=[O:15] |f:0.1|. Procedure: 18 Grams of sodium chloride were added in about 20 equal portions to a mixture of 3 g of 1-adamantyl-acetic acid, 60 ml. of carbon tetrachloride and 200 g of 96% sulfuric acid which was kept at 5° -10°C by external cooling under thorough stirring over a period of 6 hours while a mixture of 9 g of t-butanol and 20 ml. of carbon tetrachloride was added thereto dropwise over 30 minutes. The reaction mixture was poured onto 300 g of broken ice pieces. The crystalline precipitate was filtered out, wa...